From a dataset of the Open Reaction Database (ORD), a public repository of structured organic reaction records. describe an organic reaction: reactants, conditions, products, and yield Reactants: C(C)(C)[N-]C1CCCCC1.Br[Mg+] (bromomagnesium isopropylcyclohexylamide), [Cl-].[NH4+] (ammonium chloride), C(C)N(C(=O)C1=C(C=CC=C1)S(=O)C=1[C@@H]([C@H]2N(C1C(=O)OCC1=CC=C(C=C1)[N+](=O)[O-])C([C@@H]2[C@@H](C)O)=O)C)CC (4-nitrobenzyl (1R,5S,6S)-2-(2-diethylcarbamoylphenylsulfinyl)-1-methyl-6-[1(R)-hydroxyethyl]-1-carbapen-2-em-3-carboxylate), CN(C(=O)[C@H]1N(C[C@H](C1)S)C(=O)OCC1=CC=C(C=C1)[N+](=O)[O-])C ((2S,4S)-dimethylcarbamoyl-1-(4-nitrobenzyloxycarbonyl)-4-mercaptopyrrolidine). The solvent is O1CCCC1 (tetrahydrofuran), O (water), O1CCCC1 (tetrahydrofuran), O1CCCC1 (tetrahydrofuran). Run at time 10 minute. The product is CN(C(=O)[C@@H]1C[C@@H](CN1C(=O)OCC1=CC=C(C=C1)[N+](=O)[O-])SC=1[C@@H]([C@H]2N(C1C(=O)OCC1=CC=C(C=C1)[N+](=O)[O-])C([C@@H]2[C@@H](C)O)=O)C)C (4-Nitrobenzyl (1R,5S,6S)-2-[(3S,5S)-5-dimethylcarbamoyl-1-(4-nitrobenzyloxycarbonyl)-3-pyrrolidinylthio]-1-methyl-6-[1(R)-hydroxyethyl]-1-carbapen-2-em-3-carboxylate). Isolated yield 64.2%. Reaction SMILES: [CH3:1][N:2]([CH3:24])[C:3]([C@@H:5]1[CH2:9][C@H:8]([SH:10])[CH2:7][N:6]1[C:11]([O:13][CH2:14][C:15]1[CH:20]=[CH:19][C:18]([N+:21]([O-:23])=[O:22])=[CH:17][CH:16]=1)=[O:12])=[O:4].C([N-]C1CCCCC1)(C)C.Br[Mg+].C(N(CC)C(C1C=CC=CC=1S([C:50]1[C@H:51]([CH3:74])[C@@H:52]2[C@@H:69]([C@H:70]([OH:72])[CH3:71])[C:68](=[O:73])[N:53]2[C:54]=1[C:55]([O:57][CH2:58][C:59]1[CH:64]=[CH:63][C:62]([N+:65]([O-:67])=[O:66])=[CH:61][CH:60]=1)=[O:56])=O)=O)C.[Cl-].[NH4+]>O.O1CCCC1>[CH3:1][N:2]([CH3:24])[C:3]([C@H:5]1[N:6]([C:11]([O:13][CH2:14][C:15]2[CH:16]=[CH:17][C:18]([N+:21]([O-:23])=[O:22])=[CH:19][CH:20]=2)=[O:12])[CH2:7][C@@H:8]([S:10][C:50]2[C@H:51]([CH3:74])[C@@H:52]3[C@@H:69]([C@H:70]([OH:72])[CH3:71])[C:68](=[O:73])[N:53]3[C:54]=2[C:55]([O:57][CH2:58][C:59]2[CH:60]=[CH:61][C:62]([N+:65]([O-:67])=[O:66])=[CH:63][CH:64]=2)=[O:56])[CH2:9]1)=[O:4] |f:1.2,4.5|. Reported procedure: 3 ml of a tetrahydrofuran solution containing 347 mg (0.982 mmol) of (2S,4S)-dimethylcarbamoyl-1-(4-nitrobenzyloxycarbonyl)-4-mercaptopyrrolidine were cooled in an ice bath, and then 0.97 ml (0.97 mmol) of a tetrahydrofuran solution containing 1M of bromomagnesium isopropylcyclohexylamide were added dropwise to the cooled solution over a period of 4 minutes, after which the mixture was stirred for 10 minutes. 2 ml of a tetrahydrofuran solution containing 464 mg of the crude 4-nitrobenzyl (1R,5S,... The reactants are solid, Cl.Cl.Cl.O1CCC=2C(=NC=CC21)N2CCN(CC2)CC[C@@H]2CC[C@H](CC2)N (trans-4-{2-[4-(2,3-dihydrofuro[3,2-c]pyridin-4-yl)-piperazin-1-yl]-ethyl}-cyclohexanamine trihydrochloride), Cl.Cl.Cl.O1CCC=2C(=NC=CC21)N2CCN(CC2)CC[C@@H]2CC[C@H](CC2)N (trans-4-{2-[4-(2,3-dihydrofuro[3,2-c]pyridin-4-yl)-piperazin-1-yl]-ethyl}-cyclohexanamine trihydrochloride), C(C)(C)(C)C1=CC=C(C(=O)O)C=C1 (4-tert-butyl-benzoic acid). The product is C(C)(C)(C)C1=CC=C(C(=O)N[C@@H]2CC[C@H](CC2)CCN2CCN(CC2)C2=NC=CC3=C2CCO3)C=C1 (trans-4-tert-Butyl-N-(4-{2-[4-(2,3-dihydro-furo[3,2-c]pyridin-4-yl)-piperazin-1-yl]-ethyl}-cyclohexyl)-benzamide). As a reaction SMILES: Cl.Cl.Cl.[O:4]1[C:12]2[CH:11]=[CH:10][N:9]=[C:8]([N:13]3[CH2:18][CH2:17][N:16]([CH2:19][CH2:20][C@H:21]4[CH2:26][CH2:25][C@H:24]([NH2:27])[CH2:23][CH2:22]4)[CH2:15][CH2:14]3)[C:7]=2[CH2:6][CH2:5]1.[C:28]([C:32]1[CH:40]=[CH:39][C:35]([C:36](O)=[O:37])=[CH:34][CH:33]=1)([CH3:31])([CH3:30])[CH3:29]>>[C:28]([C:32]1[CH:33]=[CH:34][C:35]([C:36]([NH:27][C@H:24]2[CH2:25][CH2:26][C@H:21]([CH2:20][CH2:19][N:16]3[CH2:17][CH2:18][N:13]([C:8]4[C:7]5[CH2:6][CH2:5][O:4][C:12]=5[CH:11]=[CH:10][N:9]=4)[CH2:14][CH2:15]3)[CH2:22][CH2:23]2)=[O:37])=[CH:39][CH:40]=1)([CH3:31])([CH3:29])[CH3:30] |f:0.1.2.3|. Procedure details: The title compound, white solid (80 mg, 65%), MS (ISP) m/z=491.5 [(M+H)+], mp 186.5° C., was prepared in accordance with the general method of example 32 from trans-4-{2-[4-(2,3-dihydrofuro[3,2-c]pyridin-4-yl)-piperazin-1-yl]-ethyl}-cyclohexanamine trihydrochloride (intermediate C) (110 mg, 0.25 mmol) and 4-tert-butyl-benzoic acid. The product is C1(=C(C=CC=C1)C(CCO)(C)O)C1=CC=CC=C1 (3-p-biphenylyl-1,3-butanediol). Solvent: O (Water). Procedure: A solution of 2.84 g. of 1-acetoxy-3-p-biphenylyl-3-butanol and 2 g. of NaOH in 30 ml. of 80% ethanol is boiled for 3 hours. Water is added and the mixture is extracted with chloroform and the extract is evaporated to give 3-p-biphenylyl-1,3-butanediol, m.p. 115- 117°. Reaction SMILES: C([O:4][CH2:5][CH2:6][C:7]([C:10]1[CH:15]=[CH:14][CH:13]=[CH:12][C:11]=1[C:16]1[CH:21]=[CH:20][CH:19]=[CH:18][CH:17]=1)([OH:9])[CH3:8])(=O)C.[OH-].[Na+].C(O)C>O>[C:11]1([C:16]2[CH:17]=[CH:18][CH:19]=[CH:20][CH:21]=2)[CH:12]=[CH:13][CH:14]=[CH:15][C:10]=1[C:7]([OH:9])([CH3:8])[CH2:6][CH2:5][OH:4] |f:1.2|. Reactants: C(C)(=O)OCCC(C)(O)C1=C(C=CC=C1)C1=CC=CC=C1 (1-acetoxy-3-p-biphenylyl-3-butanol), [OH-].[Na+] (NaOH), C(C)O (ethanol). Run in O1CCCC1 (tetrahydrofuran), O1CCCC1 (tetrahydrofuran), O1CCCC1 (tetrahydrofuran), CCCCCC (hexane). Reaction SMILES: [CH:1](NC(C)C)([CH3:3])[CH3:2].C([Li])CCC.[CH3:13][C:14]1[C:22]2[C:17](=[CH:18][CH:19]=[CH:20][CH:21]=2)[N:16]2[C:23](=[O:53])[CH:24]([CH2:27][C:28]3[N:29]=[CH:30][N:31]([C:34]([C:47]4[CH:52]=[CH:51][CH:50]=[CH:49][CH:48]=4)([C:41]4[CH:46]=[CH:45][CH:44]=[CH:43][CH:42]=4)[C:35]4[CH:40]=[CH:39][CH:38]=[CH:37][CH:36]=4)[C:32]=3[CH3:33])[CH2:25][CH2:26][C:15]=12.C(Br)C=C>O1CCCC1.CCCCCC>[CH2:3]([C:24]1([CH2:27][C:28]2[N:29]=[CH:30][N:31]([C:34]([C:47]3[CH:52]=[CH:51][CH:50]=[CH:49][CH:48]=3)([C:41]3[CH:42]=[CH:43][CH:44]=[CH:45][CH:46]=3)[C:35]3[CH:36]=[CH:37][CH:38]=[CH:39][CH:40]=3)[C:32]=2[CH3:33])[C:23](=[O:53])[N:16]2[C:17]3[C:22]([C:14]([CH3:13])=[C:15]2[CH2:26][CH2:25]1)=[CH:21][CH:20]=[CH:19][CH:18]=3)[CH:1]=[CH2:2]. Isolated yield 66.5%. Conditions: time 20 minute. Product: C(C=C)C1(CCC=2N(C3=CC=CC=C3C2C)C1=O)CC=1N=CN(C1C)C(C1=CC=CC=C1)(C1=CC=CC=C1)C1=CC=CC=C1 (7-allyl-8,9-dihydro-10-methyl-7-[(5-methyl-1-trityl-1H-imidazol-4-yl)methyl]pyrido[1,2-a]indol-6(7H)-one). Procedure: To a solution of diisopropylamine (395 mg) in tetrahydrofuran (5 ml) at -70° C. under a nitrogen atmosphere was added 1.64M butyllithium in hexane (2.62 ml). After being stirred at the same temperature for 20 minutes, the mixture was treated with a solution of 8,9-dihydro-10-methyl-7-[(5-methyl-1-trityl-1H-imidazol-4-yl)methyl]pyrido[1,2-a]indol-6(7H)-one (1.61 g) in tetrahydrofuran (5 ml) over 15 minutes. The mixture was stirred at -65° C. for 30 minutes and at -30~-40° C. for 30 minutes and a ... Starting materials: CC1=C2N(C3=CC=CC=C13)C(C(CC2)CC=2N=CN(C2C)C(C2=CC=CC=C2)(C2=CC=CC=C2)C2=CC=CC=C2)=O (8,9-dihydro-10-methyl-7-[(5-methyl-1-trityl-1H-imidazol-4-yl)methyl]pyrido[1,2-a]indol-6(7H)-one), C(C=C)Br (allyl bromide), C(C)(C)NC(C)C (diisopropylamine), C(CCC)[Li] (butyllithium). Starting materials: CCCC(=O)Cl, CC(C=CC1=C(C)CCCC1(C)C)=CC=CC(C)=CC(=O)[N-]c1ccc(O)cc1O, CN1CCOCC1, CO, ClCCl, [K+], [K+], O=C([O-])[O-]. Product: CCCC(=O)Oc1cc(O)ccc1NC(=O)C=C(C)C=CC=C(C)C=CC1=C(C)CCCC1(C)C. Reaction SMILES: [C:38]([CH2:39][CH2:40][CH3:41])(=[O:42])[Cl:43].[CH3:1][C:2](=[CH:3][C:4](=[O:5])[N-:6][c:7]1[c:8]([OH:14])[cH:9][c:10]([OH:13])[cH:11][cH:12]1)[CH:15]=[CH:16][CH:17]=[C:18]([CH:19]=[CH:20][C:21]1=[C:22]([CH3:29])[CH2:23][CH2:24][CH2:25][C:26]1([CH3:27])[CH3:28])[CH3:30].[CH3:31][N:32]1[CH2:33][CH2:34][O:35][CH2:36][CH2:37]1.[CH3:53][OH:54].[Cl:50][CH2:51][Cl:52].[K+:44].[K+:45].[O-:46][C:47]([O-:48])=[O:49]>>[CH3:1][C:2](=[CH:3][C:4](=[O:5])[NH:6][c:7]1[c:8]([O:14][C:38]([CH2:39][CH2:40][CH3:41])=[O:42])[cH:9][c:10]([OH:13])[cH:11][cH:12]1)[CH:15]=[CH:16][CH:17]=[C:18]([CH:19]=[CH:20][C:21]1=[C:22]([CH3:29])[CH2:23][CH2:24][CH2:25][C:26]1([CH3:27])[CH3:28])[CH3:30]. The reactants are N[C@@H]1CC[C@H](CC1)NC(=O)C1=CNC2=C1N=CN=C2C2=C(C=CC(=C2)C)OCC2CC2 (trans-4-(2-cyclopropylmethoxy-5-methyl-phenyl)-5H-pyrrolo[3,2-d]pyrimidine-7-carboxylic acid (4-amino-cyclohexyl)-amide), ClC(=O)OCC (ethyl chloroformate). The product is C(C)OC(N[C@@H]1CC[C@H](CC1)NC(=O)C1=CNC2=C1N=CN=C2C2=C(C=CC(=C2)C)OCC2CC2)=O (trans-(4-{[4-(2-Cyclopropylmethoxy-5-methyl-phenyl)-5H-pyrrolo[3,2-d]pyrimidine-7-carbonyl]-amino}-cyclohexyl)-carbamic acid ethyl ester). As a reaction SMILES: [NH2:1][C@H:2]1[CH2:7][CH2:6][C@H:5]([NH:8][C:9]([C:11]2[C:15]3[N:16]=[CH:17][N:18]=[C:19]([C:20]4[CH:25]=[C:24]([CH3:26])[CH:23]=[CH:22][C:21]=4[O:27][CH2:28][CH:29]4[CH2:31][CH2:30]4)[C:14]=3[NH:13][CH:12]=2)=[O:10])[CH2:4][CH2:3]1.Cl[C:33]([O:35][CH2:36][CH3:37])=[O:34]>>[CH2:36]([O:35][C:33](=[O:34])[NH:1][C@H:2]1[CH2:7][CH2:6][C@H:5]([NH:8][C:9]([C:11]2[C:15]3[N:16]=[CH:17][N:18]=[C:19]([C:20]4[CH:25]=[C:24]([CH3:26])[CH:23]=[CH:22][C:21]=4[O:27][CH2:28][CH:29]4[CH2:30][CH2:31]4)[C:14]=3[NH:13][CH:12]=2)=[O:10])[CH2:4][CH2:3]1)[CH3:37]. Procedure: Starting from trans-4-(2-cyclopropylmethoxy-5-methyl-phenyl)-5H-pyrrolo[3,2-d]pyrimidine-7-carboxylic acid (4-amino-cyclohexyl)-amide (example A170) and ethyl chloroformate the title compound is obtained as colorless solid.